From a dataset of the Open Reaction Database (ORD), a public repository of structured organic reaction records. describe an organic reaction: reactants, conditions, products, and yield Reactants: C(CCO)O (1,3-propanediol), C(C1=CC=C(C(=O)OC)C=C1)(=O)OC (dimethyl terephthalate), C1=C(C=CC2=CC(=CC=C12)C(=O)OC)C(=O)OC (dimethyl 2,6-naphthalenedicarboxylate), O=[Sb]O[Sb]=O (antimony trioxide). The reagents and catalysts are CC([O-])C.CC([O-])C.CC([O-])C.CC([O-])C.[Ti+4] (titanium tetraisopropoxide), O.O.O.O.C(C)(=O)[O-].C(C)(=O)[O-].[Mn+2] (manganese diacetate tetrahydrate), O.O.O.O.C(C)(=O)[O-].C(C)(=O)[O-].[Co+2] (cobalt diacetate tetrahydrate). Solvent: C(CCC)O (n-butanol), C(CCC)O (butanol). Run at temperature 210 celsius. The product is poly(trimethylene terephthalate) copolyester, C1=C(C=CC2=CC(=CC=C12)C(=O)O)C(=O)O (2,6-naphthalenedicarboxylic acid). As a reaction SMILES: C(O)CCO.C(OC)(=O)C1C=CC(C(OC)=O)=CC=1.[CH:20]1[C:29]2[C:24](=[CH:25][C:26]([C:30]([O:32]C)=[O:31])=[CH:27][CH:28]=2)[CH:23]=[CH:22][C:21]=1[C:34]([O:36]C)=[O:35].O=[Sb]O[Sb]=O>C(O)CCC.CC(C)[O-].CC(C)[O-].CC(C)[O-].CC(C)[O-].[Ti+4].O.O.O.O.C([O-])(=O)C.C([O-])(=O)C.[Mn+2].O.O.O.O.C([O-])(=O)C.C([O-])(=O)C.[Co+2]>[CH:20]1[C:29]2[C:24](=[CH:25][C:26]([C:30]([OH:32])=[O:31])=[CH:27][CH:28]=2)[CH:23]=[CH:22][C:21]=1[C:34]([OH:36])=[O:35] |f:5.6.7.8.9,10.11.12.13.14.15.16,17.18.19.20.21.22.23|. Procedure: In this example, a poly(trimethylene terephthalate) copolyester containing 9 mole % 2,6-naphthalenedicarboxylic acid was prepared. 79.8 grams (1.05 moles) of 1,3-propanediol, 124.2 grams (0.64 moles) of dimethyl terephthalate, 14.6 grams (0.06 moles) of dimethyl 2,6-naphthalenedicarboxylate, 0.25 ml of butanol solution containing 30 grams titanium tetraisopropoxide in 500 ml of n-butanol, 0.0354 grams manganese diacetate tetrahydrate, 0.0488 grams cobalt diacetate tetrahydrate, and 0.0397 grams ... Starting materials: ClC=1C=C(C(=O)NC2=CC(=C(C=C2)OC2=CC=CC=C2)F)C=CC1Cl (3,4-dichloro-3′-fluoro-4′-phenoxybenzanilide), ice water, C1(CCC(=O)O1)=O (succinic anhydride), [Cl-].[Al+3].[Cl-].[Cl-] (aluminum chloride). Run in ClCCCl (1,2-dichloroethane). Conditions: time 5 minute. The product is ClC=1C=C(C(=O)NC2=CC(=C(OC3=CC=C(C=C3)C(CCC(=O)O)=O)C=C2)F)C=CC1Cl (4-{4-[4-(3,4-dichlorobenzoylamino)-2-fluorophenoxy]phenyl}-4-oxobutyric acid). Reaction SMILES: [Cl:1][C:2]1[CH:3]=[C:4]([CH:22]=[CH:23][C:24]=1[Cl:25])[C:5]([NH:7][C:8]1[CH:13]=[CH:12][C:11]([O:14][C:15]2[CH:20]=[CH:19][CH:18]=[CH:17][CH:16]=2)=[C:10]([F:21])[CH:9]=1)=[O:6].[C:26]1(=[O:32])[O:31][C:29](=[O:30])[CH2:28][CH2:27]1.[Cl-].[Al+3].[Cl-].[Cl-]>ClCCCl>[Cl:1][C:2]1[CH:3]=[C:4]([CH:22]=[CH:23][C:24]=1[Cl:25])[C:5]([NH:7][C:8]1[CH:13]=[CH:12][C:11]([O:14][C:15]2[CH:20]=[CH:19][C:18]([C:26](=[O:32])[CH2:27][CH2:28][C:29]([OH:31])=[O:30])=[CH:17][CH:16]=2)=[C:10]([F:21])[CH:9]=1)=[O:6] |f:2.3.4.5|. Procedure details: To a suspension consisting of 3,4-dichloro-3′-fluoro-4′-phenoxybenzanilide (5.05 g, 13.4 mmol) and succinic anhydride (1.48 g, 14.8 mmol) in 1,2-dichloroethane (25 mL) was added aluminum chloride (6.26 g, 47.0 mmol) under ice cooling, and the resulting mixture was stirred at the same temperature for 5 minutes, and then at room temperature for 1.5 hours. The resulting reaction solution was poured into ice water, and the resulting solid was collected by filtration. To the solid was added 50% aqueo... Starting materials: NC=1C=NC(=CC1)C (3-amino-6-picoline), C(C)OC(C(C#N)=COCC)=O (ethyl(ethoxymethylene)-cyano-acetate). Run in C1(=CC=CC=C1)C (toluene). Product: C(C)OC(C(=CNC=1C=NC(=CC1)C)C#N)=O (2-cyano-3-(6-methyl-pyridin-3-ylamino)-acrylic acid ethyl ester). The yield is 65.5%. RXN SMILES: [NH2:1][C:2]1[CH:3]=[N:4][C:5]([CH3:8])=[CH:6][CH:7]=1.[CH2:9]([O:11][C:12](=[O:20])[C:13](=[CH:16]OCC)[C:14]#[N:15])[CH3:10]>C1(C)C=CC=CC=1>[CH2:9]([O:11][C:12](=[O:20])[C:13]([C:14]#[N:15])=[CH:16][NH:1][C:2]1[CH:3]=[N:4][C:5]([CH3:8])=[CH:6][CH:7]=1)[CH3:10]. Procedure: To a solution of 3-amino-6-picoline (ChemPacific, 15.00 g, 138.70 mmol), in toluene (400 mL) was added ethyl(ethoxymethylene)-cyano-acetate (Aldrich, 98%, 35.88 g, 208.00 mol), and the reaction mixture was refluxed for 4 hrs. The reaction mixture was concentrated and the solid was collected by filtration to give 2-cyano-3-(6-methyl-pyridin-3-ylamino)-acrylic acid ethyl ester (21.0 g). The filtrate was concentrated and the residue was then purified by Biotage column, eluting with a gradient of 30... Starting materials: C(C)(C)(C)C1=CC(=NO1)NC(=O)NC1=C(C=C(C=C1)C1=CN=C2N1C=CC(=C2)C2=CC(=NC=C2)CCC(OCC)OCC)F (1-(5-tert-butyl-isoxazol-3-yl)-3-(4-{7-[2-(3,3-diethoxy-propyl)-pyridin-4-yl]-imidazo[1,2-a]pyridin-3-yl}-2-fluoro-phenyl)-urea), Cl (HCl). Run at time 1.5 hour. Solvent: C(C)(=O)OCC (ethyl acetate). Reported procedure: Slurry 1-(5-tert-butyl-isoxazol-3-yl)-3-(4-{7-[2-(3,3-diethoxy-propyl)-pyridin-4-yl]-imidazo[1,2-a]pyridin-3-yl}-2-fluoro-phenyl)-urea (1 g, 1.7 mmol) in ethyl acetate (35 mL). Add aqueous 1 N HCl (3.3 mL, 2 equiv.) and stir at room temperature. After 1.5 hours, concentrate to dryness to give an orange solid (0.98 g, 105%). MS (ES), m/z 527 (M+1). Reaction SMILES: [C:1]([C:5]1[O:9][N:8]=[C:7]([NH:10][C:11]([NH:13][C:14]2[CH:19]=[CH:18][C:17]([C:20]3[N:24]4[CH:25]=[CH:26][C:27]([C:29]5[CH:34]=[CH:33][N:32]=[C:31]([CH2:35][CH2:36][CH:37](OCC)[O:38]CC)[CH:30]=5)=[CH:28][C:23]4=[N:22][CH:21]=3)=[CH:16][C:15]=2[F:44])=[O:12])[CH:6]=1)([CH3:4])([CH3:3])[CH3:2].[ClH:45]>C(OCC)(=O)C>[ClH:45].[C:1]([C:5]1[O:9][N:8]=[C:7]([NH:10][C:11]([NH:13][C:14]2[CH:19]=[CH:18][C:17]([C:20]3[N:24]4[CH:25]=[CH:26][C:27]([C:29]5[CH:34]=[CH:33][N:32]=[C:31]([CH2:35][CH2:36][CH:37]=[O:38])[CH:30]=5)=[CH:28][C:23]4=[N:22][CH:21]=3)=[CH:16][C:15]=2[F:44])=[O:12])[CH:6]=1)([CH3:4])([CH3:2])[CH3:3] |f:3.4|. Yield: 105.0%. Yields the product Cl.C(C)(C)(C)C1=CC(=NO1)NC(=O)NC1=C(C=C(C=C1)C1=CN=C2N1C=CC(=C2)C2=CC(=NC=C2)CCC=O)F (1-(5-tert-Butyl-isoxazol-3-yl)-3-(2-fluoro-4-{7-[2-(3-oxo-propyl)-pyridin-4-yl]-imidazo[1,2-a]pyridin-3-yl}-phenyl)-urea hydrochloride). The reactants are CS(=O)C (dimethyl sulfoxide), C[O-].[Na+] (sodium methylate), C(C1=CC=CC=C1)(=O)OC (methyl benzoate), C(C)(=O)C1=CC=CC=C1 (acetophenone). Solvent: CO (methanol), COCCOCCOC (diethylene glycol dimethyl ether). Run at temperature 30 celsius, time 2 hour. Yields the product C1(=CC=CC=C1)C(CC(=O)C1=CC=CC=C1)=O (1,3-Diphenylpropane-1,3-Dione). RXN SMILES: CS(C)=O.C[O-].[Na+].[C:8]([O:16]C)(=O)[C:9]1[CH:14]=[CH:13][CH:12]=[CH:11][CH:10]=1.[C:18]([C:21]1[CH:26]=[CH:25][CH:24]=[CH:23][CH:22]=1)(=[O:20])[CH3:19]>CO.COCCOCCOC>[C:21]1([C:18](=[O:20])[CH2:19][C:8]([C:9]2[CH:10]=[CH:11][CH:12]=[CH:13][CH:14]=2)=[O:16])[CH:26]=[CH:25][CH:24]=[CH:23][CH:22]=1 |f:1.2|. Reported procedure: 100 g of anhydrous dimethyl sulfoxide, 100 g of diethylene glycol dimethyl ether, 6 g of absolute methanol and 18 g of sodium methylate (97%) are charged to an apparatus as described in Example 1. A mixture of 45 g of methyl benzoate and 36 g of acetophenone are added dropwise to this mixture at 25 ° C. over 45 minutes. After this addition, the reaction mixture is stirred for 2 hours at 30° C. and the solvent is removed by vacuum distillation at a temperature of <60 ° C. The residue is diluted w... Starting materials: C1(=CC=CC=C1)P(C1=CC=CC=C1)C1=CC=CC=C1 (triphenylphosphine), BrC(Br)(Br)Br (tetrabromomethane), FC=1C=CC(=C(C1)CO)OCC#CC1=CC=C(C=C1)C(F)(F)F ({5-fluoro-2-[3-(4-trifluoromethylphenyl)prop-2-ynyloxy]phenyl}methanol). Solvent: C1CCOC1 (THF), C1CCOC1 (THF). Reaction conditions: time 10 minute. Product: FC=1C=CC(=C(CBr)C1)OCC#CC1=CC=C(C=C1)C(F)(F)F (5-fluoro-2-[3-(4-trifluoromethylphenyl)prop-2-ynyloxy]benzyl bromide). Isolated yield 23.6%. Reaction SMILES: C1(P(C2C=CC=CC=2)C2C=CC=CC=2)C=CC=CC=1.Br[C:21]([Br:24])(Br)Br.[F:25][C:26]1[CH:27]=[CH:28][C:29]([O:34][CH2:35][C:36]#[C:37][C:38]2[CH:43]=[CH:42][C:41]([C:44]([F:47])([F:46])[F:45])=[CH:40][CH:39]=2)=[C:30](CO)[CH:31]=1>C1COCC1>[F:25][C:26]1[CH:27]=[CH:28][C:29]([O:34][CH2:35][C:36]#[C:37][C:38]2[CH:43]=[CH:42][C:41]([C:44]([F:45])([F:46])[F:47])=[CH:40][CH:39]=2)=[C:30]([CH:31]=1)[CH2:21][Br:24]. Procedure: 834 mg (3.18 mmol) of triphenylphosphine and 1.05 g (3.18 mmol) of tetrabromomethane are dissolved in 2 ml of THF and stirred at room temperature for 10 min. Then 860 mg (2.63 mmol) of {5-fluoro-2-[3-(4-trifluoromethylphenyl)prop-2-ynyloxy]phenyl}methanol, dissolved in 2 ml of THF, are added dropwise, and the mixture is stirred at room temperature overnight. The solvent is distilled out in vacuo, and the residue is chromatographed on silica gel (mobile phase: cyclohexane/ethyl acetate 10:1). 240...